This data is from the Open Reaction Database (ORD), a public repository of structured organic reaction records. The task is: describe an organic reaction: reactants, conditions, products, and yield Starting materials: BrCCBr, CO, [K+], [OH-], Oc1cccc(O)c1. Yields the product Oc1cccc(OCCBr)c1. RXN SMILES: [Br:9][CH2:10][CH2:11][Br:12].[CH3:15][OH:16].[K+:14].[OH-:13].[OH:1][c:2]1[cH:3][cH:4][cH:5][c:6]([OH:7])[cH:8]1>>[O:1]([c:2]1[cH:3][cH:4][cH:5][c:6]([OH:7])[cH:8]1)[CH2:11][CH2:10][Br:9]. Starting materials: O=C([O-])O, CN1C(=O)Cc2ccccc21, [Na+], C1CCOC1, S=P12SP3(=S)SP(=S)(S1)SP(=S)(S2)S3. Product: CN1C(=S)Cc2ccccc21. As a reaction SMILES: [C:1](=[O:2])([OH:3])[O-:4].[CH3:6][N:7]1[C:8](=[O:16])[CH2:9][c:10]2[cH:11][cH:12][cH:13][cH:14][c:15]21.[Na+:5].[O:31]1[CH2:32][CH2:33][CH2:34][CH2:35]1.[P:17]12(=[S:18])[S:19][P:20]3(=[S:30])[S:21][P:22](=[S:28])([S:23][P:24](=[S:27])([S:25]3)[S:26]1)[S:29]2>>[CH3:6][N:7]1[C:8](=[S:18])[CH2:9][c:10]2[cH:11][cH:12][cH:13][cH:14][c:15]21. Starting materials: ClCC#N (Chloroacetonitrile), C([O-])([O-])=O.[K+].[K+] (potassium carbonate), ClC1=NC=CC(=N1)NC1=C(C=C(C=C1)C)Br (2-Chloro-4-(2-bromo-4-methylanilino)pyrimidine), ClCC#N (chloroacetonitrile), C([O-])([O-])=O.[K+].[K+] (potassium carbonate). The solvent is CN(C)C=O (DMF). Run at time 12 hour. Yields the product CCCC(C)C (isohexane), ClC1=NC=CC(=N1)N(C1=C(C=C(C=C1)C)Br)CC#N (2-Chloro-4-(N-cyanomethyl-2-bromo-4-methylanilino)pyrimidine). As a reaction SMILES: [Cl:1][C:2]1[N:7]=[C:6]([NH:8][C:9]2[CH:14]=[CH:13][C:12]([CH3:15])=[CH:11][C:10]=2[Br:16])[CH:5]=[CH:4][N:3]=1.Cl[CH2:18][C:19]#[N:20].C(=O)([O-])[O-].[K+].[K+]>CN(C=O)C>[CH3:9][CH2:10][CH2:11][CH:12]([CH3:15])[CH3:13].[Cl:1][C:2]1[N:7]=[C:6]([N:8]([CH2:18][C:19]#[N:20])[C:9]2[CH:14]=[CH:13][C:12]([CH3:15])=[CH:11][C:10]=2[Br:16])[CH:5]=[CH:4][N:3]=1 |f:2.3.4|. Reported procedure: 2-Chloro-4-(2-bromo-4-methylanilino)pyrimidine (500 mg, 1.68 mmol), chloroacetonitrile (0.13 ml, 2.02 mmol) and potassium carbonate (279 mg, 2.02 mmol) were dissolved in DMF (3 ml). The reaction mixture was stirred at room temperature for 12 hours. Chloroacetonitrile (0.13 ml, 2.02 mmol) and potassium carbonate (279 mg, 2.02 mmol) were again added, and the reaction mixture was stirred at room temperature for a further 48 hours. The reaction mixture was evaporated onto silica (5 ml) and purified ... Starting materials: C(CC)N(CCN1CCNCC1)CCC (1-(2-dipropylaminoethyl)piperazine), C1CCC(CC1)N=C=NC2CCCCC2 (DCC), C=1C=CC2=C(C1)N=NN2O (HOBt), N1C(=NC=C1)CN(CC=1NC=CN1)CC1=CC=C(C(=O)O)C=C1 (4-[N,N-bis-(imidazol-2-ylmethyl)aminomethyl]-benzoic acid). The solvent is CN(C)C=O (DMF). Reaction conditions: time 10 day. Yields the product N1C(=NC=C1)CN(CC=1NC=CN1)CC1=CC=C(C(=O)N2CCN(CC2)CCN(CCC)CCC)C=C1 (4-(4-{[bis(1H-imidazol-2-ylmethyl)-amino]-methyl}-benzoyl)-(2-dipropylaminoethyl)-piperazine). RXN SMILES: [NH:1]1[CH:5]=[CH:4][N:3]=[C:2]1[CH2:6][N:7]([CH2:14][C:15]1[CH:23]=[CH:22][C:18]([C:19](O)=[O:20])=[CH:17][CH:16]=1)[CH2:8][C:9]1[NH:10][CH:11]=[CH:12][N:13]=1.C1CCC(N=C=NC2CCCCC2)CC1.C1C=CC2N(O)N=NC=2C=1.[CH2:49]([N:52]([CH2:61][CH2:62][CH3:63])[CH2:53][CH2:54][N:55]1[CH2:60][CH2:59][NH:58][CH2:57][CH2:56]1)[CH2:50][CH3:51]>CN(C=O)C>[NH:10]1[CH:11]=[CH:12][N:13]=[C:9]1[CH2:8][N:7]([CH2:14][C:15]1[CH:23]=[CH:22][C:18]([C:19]([N:58]2[CH2:59][CH2:60][N:55]([CH2:54][CH2:53][N:52]([CH2:61][CH2:62][CH3:63])[CH2:49][CH2:50][CH3:51])[CH2:56][CH2:57]2)=[O:20])=[CH:17][CH:16]=1)[CH2:6][C:2]1[NH:1][CH:5]=[CH:4][N:3]=1. Reported procedure: The compound (103.8 mg) obtained in Example 2-2 was dissolved in DMF (3.1 ml) and then added with DCC (68.8 mg) and HOBt (45.0 mg), followed by stirring at room temperature for 10 days. The solution was added with 1-(2-dipropylaminoethyl)piperazine (71.1 mg) and further stirred at the same temperature for 4 days. The reaction solvent was distilled off and the residue was then added with 1 mol/l hydrochloric acid, followed by washing with chloroform. The aqueous layer was adjusted to pH 12 with a... The reactants are O=C([O-])[O-], CN1C(=O)CCC2(C)c3ccc(S)cc3CCC12, CN(C)C=O, CCOC(C)=O, O=[N+]([O-])c1cccc2ccc(Cl)nc12, [K+], [K+]. Product: CN1C(=O)CCC2(C)c3ccc(Sc4ccc5cccc([N+](=O)[O-])c5n4)cc3CCC12. As a reaction SMILES: [C:19](=[O:20])([O-:21])[O-:22].[CH3:1][N:2]1[C:3](=[O:18])[CH2:4][CH2:5][C:6]2([CH3:17])[c:7]3[c:8]([cH:12][c:13]([SH:16])[cH:14][cH:15]3)[CH2:9][CH2:10][CH:11]12.[CH3:39][N:40]([CH3:41])[CH:42]=[O:43].[CH3:44][CH2:45][O:46][C:47](=[O:48])[CH3:49].[Cl:25][c:26]1[n:27][c:28]2[c:29]([N+:36](=[O:37])[O-:38])[cH:30][cH:31][cH:32][c:33]2[cH:34][cH:35]1.[K+:23].[K+:24]>>[CH3:1][N:2]1[C:3](=[O:18])[CH2:4][CH2:5][C:6]2([CH3:17])[c:7]3[c:8]([cH:12][c:13]([S:16][c:26]4[n:27][c:28]5[c:29]([N+:36](=[O:37])[O-:38])[cH:30][cH:31][cH:32][c:33]5[cH:34][cH:35]4)[cH:14][cH:15]3)[CH2:9][CH2:10][CH:11]12. The reactants are C, CC(=O)C(=Cc1ccc(OCCc2nc(-c3ccccc3)oc2C)cc1)C(C)=O, CO, [Pd]. The product is CC(=O)C(Cc1ccc(OCCc2nc(-c3ccccc3)oc2C)cc1)C(C)=O. As a reaction SMILES: [C:32].[CH3:1][c:2]1[c:3]([CH2:13][CH2:14][O:15][c:16]2[cH:17][cH:18][c:19]([CH:20]=[C:21]([C:22]([CH3:23])=[O:24])[C:25]([CH3:26])=[O:27])[cH:28][cH:29]2)[n:4][c:5](-[c:7]2[cH:8][cH:9][cH:10][cH:11][cH:12]2)[o:6]1.[CH3:30][OH:31].[Pd:33]>>[CH3:1][c:2]1[c:3]([CH2:13][CH2:14][O:15][c:16]2[cH:17][cH:18][c:19]([CH2:20][CH:21]([C:22]([CH3:23])=[O:24])[C:25]([CH3:26])=[O:27])[cH:28][cH:29]2)[n:4][c:5](-[c:7]2[cH:8][cH:9][cH:10][cH:11][cH:12]2)[o:6]1. The reactants are ClC=1N=CC2=C(N(CC(C(N2C)=O)(F)F)C2CCC2)N1 (2-chloro-9-cyclobutyl-7,7-difluoro-5-methyl-5,7,8,9-tetrahydro-pyrimido[4,5-b][1,4]diazepin-6-one), O.C=1(C(=CC=CC1)S(=O)(=O)O)C (toluenesulfonic acid monohydrate), NC1=C(C=C(C(=O)NC2CCOCC2)C=C1)OC (4-amino-3-methoxy-N-(tetrahydro-2H-pyran-4-yl) benzamide). Run in C(C)(C)O (isopropanol). Yields the product C1(CCC1)N1C2=C(N(C(C(C1)(F)F)=O)C)C=NC(=N2)NC2=C(C=C(C(=O)NC1CCOCC1)C=C2)OC (4-(9-cyclobutyl-7,7-difluoro-5-methyl-6-oxo-6,7,8,9-tetrahydro-5H-pyrimido[4,5-b][1,4]diazepin-2-ylamino)-3-methoxy-N-(tetrahydro-pyran-4-yl)-benzamide). Isolated yield 43.8%. As a reaction SMILES: Cl[C:2]1[N:3]=[CH:4][C:5]2[N:11]([CH3:12])[C:10](=[O:13])[C:9]([F:15])([F:14])[CH2:8][N:7]([CH:16]3[CH2:19][CH2:18][CH2:17]3)[C:6]=2[N:20]=1.O.C1(C)C(S(O)(=O)=O)=CC=CC=1.[NH2:33][C:34]1[CH:48]=[CH:47][C:37]([C:38]([NH:40][CH:41]2[CH2:46][CH2:45][O:44][CH2:43][CH2:42]2)=[O:39])=[CH:36][C:35]=1[O:49][CH3:50]>C(O)(C)C>[CH:16]1([N:7]2[CH2:8][C:9]([F:15])([F:14])[C:10](=[O:13])[N:11]([CH3:12])[C:5]3[CH:4]=[N:3][C:2]([NH:33][C:34]4[CH:48]=[CH:47][C:37]([C:38]([NH:40][CH:41]5[CH2:42][CH2:43][O:44][CH2:45][CH2:46]5)=[O:39])=[CH:36][C:35]=4[O:49][CH3:50])=[N:20][C:6]2=3)[CH2:19][CH2:18][CH2:17]1 |f:1.2|. Procedure details: A mixture of 0.0605 g (0.20 mmole) 2-chloro-9-cyclobutyl-7,7-difluoro-5-methyl-5,7,8,9-tetrahydro-pyrimido[4,5-b][1,4]diazepin-6-one (VII-1), 0.0571 g (0.30 mmole) of toluenesulfonic acid monohydrate, 0.0501 g (0.20 mmole) of 4-amino-3-methoxy-N-(tetrahydro-2H-pyran-4-yl) benzamide and 1 mL of isopropanol was heated in a sealed vessel at 140 degrees for 19.5 hours, cooled and concentrated under reduced pressure. The residue taken up in ethyl acetate and washed successively with 50 mL of saturate...